Dataset: the Open Reaction Database (ORD), a public repository of structured organic reaction records. Task: describe an organic reaction: reactants, conditions, products, and yield RXN SMILES: [C:10]([CH3:11])([CH3:12])([CH3:13])[O:14][C:15]([NH:16][c:17]1[c:18]([N+:25](=[O:26])[O-:27])[cH:19][c:20]([I:24])[c:21]([Cl:23])[cH:22]1)=[O:28].[C:1]([CH2:2][C:3](=[O:4])[O:5][CH3:6])(=[O:7])[O:8][CH3:9].[CH3:43][S:44]([CH3:45])=[O:46].[Cl-:29].[OH:30][C:31]([CH2:32][C:33]([C:34](=[O:35])[OH:36])([CH2:37][C:38](=[O:39])[OH:40])[OH:41])=[O:42]>>[C:1]([CH:2]([C:3](=[O:4])[O:5][CH3:6])[c:21]1[c:20]([I:24])[cH:19][c:18]([N+:25](=[O:26])[O-:27])[c:17]([NH:16][C:15]([O:14][C:10]([CH3:11])([CH3:12])[CH3:13])=[O:28])[cH:22]1)(=[O:7])[O:8][CH3:9]. The product is COC(=O)C(C(=O)OC)c1cc(NC(=O)OC(C)(C)C)c([N+](=O)[O-])cc1I. The reactants are CC(C)(C)OC(=O)Nc1cc(Cl)c(I)cc1[N+](=O)[O-], COC(=O)CC(=O)OC, CS(C)=O, [Cl-], O=C(O)CC(O)(CC(=O)O)C(=O)O. Reactants: FC(C(=O)O)(F)F (trifluoroacetic acid), BrC1=CC(=C(CNS(=O)(=O)CC)C=C1)F (N-(4-bromo-2-fluorobenzyl)ethanesulfonamide), (2,2′-Bipyridine)nickel(II)-dibromide, ClC(C(=O)OCC)C (ethyl 2-chloropropanoate). Reagents/catalysts: [Mn] (Manganese). The solvent is CN(C=O)C (dimethylformamide). Conditions: temperature 65 celsius, time 24 hour. The product is C(C)S(=O)(=O)NCC1=C(C=C(C=C1)C(C(=O)OCC)C)F (ethyl 2-(4-(ethylsulfonamidomethyl)-3-fluorophenyl)propanoate). As a reaction SMILES: Br[C:2]1[CH:14]=[CH:13][C:5]([CH2:6][NH:7][S:8]([CH2:11][CH3:12])(=[O:10])=[O:9])=[C:4]([F:15])[CH:3]=1.Cl[CH:17]([CH3:23])[C:18]([O:20][CH2:21][CH3:22])=[O:19].FC(F)(F)C(O)=O>CN(C)C=O.[Mn]>[CH2:11]([S:8]([NH:7][CH2:6][C:5]1[CH:13]=[CH:14][C:2]([CH:17]([CH3:23])[C:18]([O:20][CH2:21][CH3:22])=[O:19])=[CH:3][C:4]=1[F:15])(=[O:10])=[O:9])[CH3:12]. Reported procedure: To a solution of N-(4-bromo-2-fluorobenzyl)ethanesulfonamide (305 mg, 1.03 mmol) in dimethylformamide, Manganese (113 mg, 2.06 mmol), (2,2′-Bipyridine)nickel(II)-dibromide (27 mg, 0.07 mmol), ethyl 2-chloropropanoate (0.17 mL, 1.34 mmol) was added. It was followed by addition of trifluoroacetic acid (0.002 mL, 0.028 mmol). The mixture was stirred for 24 h at 65° C. The reaction mixture was quenched by concentrated HCl (7 drops). Then it was extracted with diethyl ether, dried over magnesium sulf...